From a dataset of the Open Reaction Database (ORD), a public repository of structured organic reaction records. describe an organic reaction: reactants, conditions, products, and yield The reactants are CC1(CC(C1)C(C1=CC=C(C(=O)OCC)C=C1)NC=1C=NC2=CC=CC=C2C1)C (ethyl 4-((3,3-dimethylcyclobutyl)(quinolin-3-ylamino)methyl)benzoate), Cl (hydrochloric acid), O1CCCC1 (tetrahydrofuran), [OH-].[Na+] (sodium hydroxide). The solvent is C(C)(=O)OCC (ethyl acetate), O (water), CO (methanol). Conditions: time 18 hour. Yields the product CC1(CC(C1)C(C1=CC=C(C(=O)O)C=C1)NC=1C=NC2=CC=CC=C2C1)C (4-((3,3-dimethylcyclobutyl)(quinolin-3-ylamino)methyl)benzoic acid). Isolated yield 93.0%. As a reaction SMILES: [CH3:1][C:2]1([CH3:29])[CH2:5][CH:4]([CH:6]([NH:18][C:19]2[CH:20]=[N:21][C:22]3[C:27]([CH:28]=2)=[CH:26][CH:25]=[CH:24][CH:23]=3)[C:7]2[CH:17]=[CH:16][C:10]([C:11]([O:13]CC)=[O:12])=[CH:9][CH:8]=2)[CH2:3]1.O1CCCC1.[OH-].[Na+].Cl>C(OCC)(=O)C.O.CO>[CH3:1][C:2]1([CH3:29])[CH2:5][CH:4]([CH:6]([NH:18][C:19]2[CH:20]=[N:21][C:22]3[C:27]([CH:28]=2)=[CH:26][CH:25]=[CH:24][CH:23]=3)[C:7]2[CH:8]=[CH:9][C:10]([C:11]([OH:13])=[O:12])=[CH:16][CH:17]=2)[CH2:3]1 |f:2.3|. Procedure: To a flask containing ethyl 4-((3,3-dimethylcyclobutyl)(quinolin-3-ylamino)methyl)benzoate (17.0 mg, 0.0440 mmol) was added tetrahydrofuran (0.110 mL), methanol (0.110 mL), and 1 N sodium hydroxide (0.110 mL, 0.110 mmol). The reaction was stirred for 18 h at room temperature. The reaction was then diluted with ethyl acetate and water. 1 N hydrochloric acid (0.110 mL) was then added dropwise to bring the pH to 3. The aqueous layer was extracted three times with ethyl acetate. The combined organic... Starting materials: [Al+3], CCC(CC)(c1ccc(C#CC(O)C(C)(C)C)c(C)c1)c1ccc(O[Si](C)(C)C(C)(C)C)c(C)c1, C1CCOC1, [H-], [H-], [H-], [H-], [Li+]. Product: CCC(CC)(c1ccc(C=CC(O)C(C)(C)C)c(C)c1)c1ccc(O[Si](C)(C)C(C)(C)C)c(C)c1. Reaction SMILES: [Al+3:37].[C:1]([CH3:2])([CH3:3])([CH3:4])[Si:5]([O:6][c:7]1[c:8]([CH3:33])[cH:9][c:10]([C:13]([CH2:14][CH3:15])([CH2:16][CH3:17])[c:18]2[cH:19][c:20]([CH3:32])[c:21]([C:24]#[C:25][CH:26]([C:27]([CH3:28])([CH3:29])[CH3:30])[OH:31])[cH:22][cH:23]2)[cH:11][cH:12]1)([CH3:34])[CH3:35].[CH2:42]1[O:43][CH2:44][CH2:45][CH2:46]1.[H-:36].[H-:39].[H-:40].[H-:41].[Li+:38]>>[C:1]([CH3:2])([CH3:3])([CH3:4])[Si:5]([O:6][c:7]1[c:8]([CH3:33])[cH:9][c:10]([C:13]([CH2:14][CH3:15])([CH2:16][CH3:17])[c:18]2[cH:19][c:20]([CH3:32])[c:21]([CH:24]=[CH:25][CH:26]([C:27]([CH3:28])([CH3:29])[CH3:30])[OH:31])[cH:22][cH:23]2)[cH:11][cH:12]1)([CH3:34])[CH3:35]. Starting materials: BrCC(C(=O)OCC)=O (Ethyl bromopyruvate), C([O-])(O)=O.[Na+] (sodium bicarbonate), C(N)(=O)N1C[C@H]([C@H](CC1)NC(OCC1=CC=CC=C1)=O)OC (cis(±)-Benzyl (1-carbamoyl-3-methoxypiperidin-4-yl)carbamate). Solvent: C1CCOC1 (THF). Reaction conditions: temperature 70 celsius, time 3 hour. The product is C(C1=CC=CC=C1)OC(=O)N[C@@H]1[C@@H](CN(CC1)C=1OC=C(N1)C(=O)OCC)OC (Ethyl cis(±)-2-(4-{[(benzyloxy)carbonyl]amino}-3-methoxypiperidin-1-yl)-1,3-oxazole-4-carboxylate). Isolated yield 79.4%. Reaction SMILES: Br[CH2:2][C:3](=O)[C:4]([O:6][CH2:7][CH3:8])=[O:5].C(=O)(O)[O-].[Na+].[C:15]([N:18]1[CH2:23][CH2:22][C@H:21]([NH:24][C:25](=[O:34])[O:26][CH2:27][C:28]2[CH:33]=[CH:32][CH:31]=[CH:30][CH:29]=2)[C@H:20]([O:35][CH3:36])[CH2:19]1)(=[O:17])[NH2:16]>C1COCC1>[CH2:27]([O:26][C:25]([NH:24][C@H:21]1[CH2:22][CH2:23][N:18]([C:15]2[O:17][CH:2]=[C:3]([C:4]([O:6][CH2:7][CH3:8])=[O:5])[N:16]=2)[CH2:19][C@H:20]1[O:35][CH3:36])=[O:34])[C:28]1[CH:33]=[CH:32][CH:31]=[CH:30][CH:29]=1 |f:1.2|. Reported procedure: Ethyl bromopyruvate (2.93 g, 15 mmol) and sodium bicarbonate (2.10 g, 25 mmol) were added to a solution of cis(±)-benzyl (1-carbamoyl-3-methoxypiperidin-4-yl)carbamate obtained in Example (103b) (1.4 g, 4.56 mmol) in THF (30 mL), and the mixture was stirred at 70° C. for three hours. The insoluble matter was filtered off, followed by dilution with ethyl acetate. This was washed with water and brine, dried over anhydrous magnesium sulfate, and then concentrated under reduced pressure. The resulti... Starting materials: CC(C)(C)C(=O)Cl, Cl, O, c1ccncc1, Oc1ccccc1-c1nnn[nH]1. Product: CC(C)(C)C(=O)Oc1ccccc1-c1nnn[nH]1. RXN SMILES: [C:13]([C:14]([CH3:15])([CH3:16])[CH3:17])(=[O:18])[Cl:19].[ClH:21].[OH2:20].[cH:22]1[cH:23][cH:24][n:25][cH:26][cH:27]1.[nH:1]1[n:2][n:3][n:4][c:5]1-[c:6]1[c:7]([OH:12])[cH:8][cH:9][cH:10][cH:11]1>>[nH:1]1[n:2][n:3][n:4][c:5]1-[c:6]1[c:7]([O:12][C:13]([C:14]([CH3:15])([CH3:16])[CH3:17])=[O:18])[cH:8][cH:9][cH:10][cH:11]1. Starting materials: C(C1=CC=CC=C1)OC(=O)N1CCN(CCN(CCN(CC1)CC(=O)OC(C)(C)C)C(=O)OCC1=CC=CC=C1)CC(=O)OC(C)(C)C (1,7-bis-(benzyloxycarbonyl)-4,10-bis(carbo-tert-butoxymethyl)-1,4,7,10-tetraazacyclododecane), CCOCC (Et2O), resultant mixture. The reagents and catalysts are [Pd] (Pd/C). Run in C(C)O (ethanol). Yields the product C(=O)(OC(C)(C)C)CN1CCNCCN(CCNCC1)CC(=O)OC(C)(C)C (1,7-bis(carbo-tert-butoxymethyl)-1,4,7,10-tetraazacyclododecane). Yield: 95.0%. Reaction SMILES: C(OC([N:11]1[CH2:22][CH2:21][N:20]([CH2:23][C:24]([O:26][C:27]([CH3:30])([CH3:29])[CH3:28])=[O:25])[CH2:19][CH2:18][N:17](C(OCC2C=CC=CC=2)=O)[CH2:16][CH2:15][N:14]([CH2:41][C:42]([O:44][C:45]([CH3:48])([CH3:47])[CH3:46])=[O:43])[CH2:13][CH2:12]1)=O)C1C=CC=CC=1.CCOCC>C(O)C.[Pd]>[C:24]([CH2:23][N:20]1[CH2:21][CH2:22][NH:11][CH2:12][CH2:13][N:14]([CH2:41][C:42]([O:44][C:45]([CH3:48])([CH3:47])[CH3:46])=[O:43])[CH2:15][CH2:16][NH:17][CH2:18][CH2:19]1)([O:26][C:27]([CH3:28])([CH3:30])[CH3:29])=[O:25]. Procedure details: To a solution of compound (19) (8.52 g, 12.74 mmol) in ethanol (130 ml) was added 10% Pd/C (2.6 g). The resultant mixture was stirred at an ambient temperature in the presence of H2 (g) for 12 hours. The reaction mixture was filtered through a celite pad and washed with ethanol (2×20 ml). The filtrate was evaporated in vacuo to give an oily residue, which was then treated with Et2O to obtain a white solid of compound (20) (4.85 g, 97% yield). 1H NMR (500 MHz, CD3OD): δ 3.44 (s, 4H), 2.91 (s, 16H... Product: CC(C)(C)OC(=O)CCC(NC(=O)c1ccc(-c2ccc(NC(=O)c3cc4ccccc4o3)cc2)cc1)C(=O)OC(C)(C)C. The reactants are CC(C)(C)OC(=O)CCC(NC(=O)c1ccc(-c2ccc(N)cc2)cc1)C(=O)OC(C)(C)C, O=C(O)c1cc2ccccc2o1. Reaction SMILES: [C:1]([CH3:2])([CH3:3])([CH3:4])[O:5][C:6]([CH:7]([CH2:8][CH2:9][C:10](=[O:11])[O:12][C:13]([CH3:14])([CH3:15])[CH3:16])[NH:17][C:18](=[O:19])[c:20]1[cH:21][cH:22][c:23](-[c:26]2[cH:27][cH:28][c:29]([NH2:32])[cH:30][cH:31]2)[cH:24][cH:25]1)=[O:33].[o:34]1[c:35]([C:43](=[O:44])[OH:45])[cH:36][c:37]2[c:38]1[cH:39][cH:40][cH:41][cH:42]2>>[C:1]([CH3:2])([CH3:3])([CH3:4])[O:5][C:6]([CH:7]([CH2:8][CH2:9][C:10](=[O:11])[O:12][C:13]([CH3:14])([CH3:15])[CH3:16])[NH:17][C:18](=[O:19])[c:20]1[cH:21][cH:22][c:23](-[c:26]2[cH:27][cH:28][c:29]([NH:32][C:43]([c:35]3[o:34][c:38]4[c:37]([cH:36]3)[cH:42][cH:41][cH:40][cH:39]4)=[O:44])[cH:30][cH:31]2)[cH:24][cH:25]1)=[O:33]. The reactants are C([O-])([O-])=O.[Cs+].[Cs+] (Cesium carbonate), IC(C)C (2-iodopropane), COC=1C=CC(=C(C(=O)O)C1)NC1=CC=NN1C1=CC=CC=C1 (5-methoxy-2-[(1-phenyl-1H-pyrazol-5-yl)amino] benzoic acid). Run in CN(C)C=O (DMF). Run at time 16 hour. Yields the product COC=1C=CC(=C(C(=O)OC(C)C)C1)NC1=CC=NN1C1=CC=CC=C1 (isopropyl 5-methoxy-2-[(1-phenyl-1H-pyrazol-5-yl)amino]benzoate). Yield: 56.9%. Reaction SMILES: C(=O)([O-])[O-].[Cs+].[Cs+].I[CH:8]([CH3:10])[CH3:9].[CH3:11][O:12][C:13]1[CH:14]=[CH:15][C:16]([NH:22][C:23]2[N:27]([C:28]3[CH:33]=[CH:32][CH:31]=[CH:30][CH:29]=3)[N:26]=[CH:25][CH:24]=2)=[C:17]([CH:21]=1)[C:18]([OH:20])=[O:19]>CN(C=O)C>[CH3:11][O:12][C:13]1[CH:14]=[CH:15][C:16]([NH:22][C:23]2[N:27]([C:28]3[CH:33]=[CH:32][CH:31]=[CH:30][CH:29]=3)[N:26]=[CH:25][CH:24]=2)=[C:17]([CH:21]=1)[C:18]([O:20][CH:8]([CH3:10])[CH3:9])=[O:19] |f:0.1.2|. Procedure: Cesium carbonate (105 mg, 0.19 mmol) and 2-iodopropane (18 mg, 0.11 mmol) were added to a solution of the intermediate 5-methoxy-2-[(1-phenyl-1H-pyrazol-5-yl)amino] benzoic acid (30 mg, 0.10 mmol) in DMF (4 mL). The mixture was stirred at rt for 16 h. The reaction was quenched with water (5 mL) and then extracted with dichloromethane (3×5 mL). The combined organic layers were washed with water (5 mL), dried over Na2SO4, filtered, and concentrated under reduced pressure. HPLC purification of the ... Starting materials: COc1ccc(NCC2(C(=O)O)CCC2)c(C)c1C, Cc1ccccc1, O=P(O)(O)O. Product: COc1cc2c(c(C)c1C)NCC1(CCC1)C2=O. Reaction SMILES: [CH3:1][O:2][c:3]1[c:4]([CH3:19])[c:5]([CH3:18])[c:6]([NH:9][CH2:10][C:11]2([C:15](=[O:16])[OH:17])[CH2:12][CH2:13][CH2:14]2)[cH:7][cH:8]1.[CH3:25][c:26]1[cH:27][cH:28][cH:29][cH:30][cH:31]1.[P:20](=[O:21])([OH:22])([OH:23])[OH:24]>>[CH3:1][O:2][c:3]1[c:4]([CH3:19])[c:5]([CH3:18])[c:6]2[c:7]([cH:8]1)[C:15](=[O:17])[C:11]1([CH2:10][NH:9]2)[CH2:12][CH2:13][CH2:14]1. The reactants are B(O)O (boronic acid), BrC=1C=CC(=C(C=O)C1)F (5-bromo-2-fluorobenzaldehyde), S1C=C(C=C1)B(O)O (thiophen-3-ylboronic acid). Yields the product FC1=C(C=O)C=C(C=C1)C1=CSC=C1 (2-fluoro-5-(thiophen-3-yl)benzaldehyde). Reaction SMILES: B(O)O.Br[C:5]1[CH:6]=[CH:7][C:8]([F:13])=[C:9]([CH:12]=1)[CH:10]=[O:11].[S:14]1[CH:18]=[CH:17][C:16](B(O)O)=[CH:15]1>>[F:13][C:8]1[CH:7]=[CH:6][C:5]([C:16]2[CH:17]=[CH:18][S:14][CH:15]=2)=[CH:12][C:9]=1[CH:10]=[O:11]. Procedure details: 2-fluoro-5-(thiophen-3-yl)benzaldehyde was prepared using the general boronic acid coupling procedure with 5-bromo-2-fluorobenzaldehyde and thiophen-3-ylboronic acid (27 mg, 102 mg theoretical, 26.5%). LC-MS m/z 207 (M+1).